Dataset: the Open Reaction Database (ORD), a public repository of structured organic reaction records. Task: describe an organic reaction: reactants, conditions, products, and yield Reactants: COC(=O)c1ccc(C(=O)c2ccc3c(c2)C(C)(C)CCC3(C)C)cc1, [K+], O=[N+]([O-])[O-], O, O=S(=O)(O)O. Reaction SMILES: [CH3:1][C:2]1([CH3:26])[c:3]2[cH:4][cH:5][c:6]([C:14](=[O:15])[c:16]3[cH:17][cH:18][c:19]([C:20](=[O:21])[O:22][CH3:23])[cH:24][cH:25]3)[cH:7][c:8]2[C:9]([CH3:12])([CH3:13])[CH2:10][CH2:11]1.[K+:31].[N+:27](=[O:28])([O-:29])[O-:30].[OH2:32].[S:33](=[O:34])(=[O:35])([OH:36])[OH:37]>>[CH3:1][C:2]1([CH3:26])[c:3]2[cH:4][c:5]([N+:27](=[O:28])[O-:29])[c:6]([C:14](=[O:15])[c:16]3[cH:17][cH:18][c:19]([C:20](=[O:21])[O:22][CH3:23])[cH:24][cH:25]3)[cH:7][c:8]2[C:9]([CH3:12])([CH3:13])[CH2:10][CH2:11]1. Yields the product COC(=O)c1ccc(C(=O)c2cc3c(cc2[N+](=O)[O-])C(C)(C)CCC3(C)C)cc1.